This data is from the Open Reaction Database (ORD), a public repository of structured organic reaction records. The task is: describe an organic reaction: reactants, conditions, products, and yield Starting materials: ice, O-Benzotriazol-1-yl-N,N,N′N′-tetramethyluronium tetrafluoroborate, C(C)(C)N(CC)C(C)C (diisopropylethylamine), C(C1=CC=CC=C1)C(C(=O)O)CC(=O)NC1=C(C=CC(=C1)CC1=NNC(C2=CC=CC=C12)=O)F (2-benzyl-N-[2-fluoro-5-(4-oxo-3,4-dihydrophthalazin-1-ylmethyl)phenyl]succinamic acid). Solvent: CN(C=O)C (dimethylformamide). Reaction conditions: time 3 hour. Product: C(C1=CC=CC=C1)C1C(N(C(C1)=O)C1=C(C=CC(=C1)CC1=NNC(C2=CC=CC=C12)=O)F)=O (3-benzyl-1-[2-fluoro-5-(4-oxo-3,4-dihydrophthalazin-1-ylmethyl)phenyl]pyrrolidine-2,5-dione). The yield is 79.9%. As a reaction SMILES: C(N(C(C)C)CC)(C)C.[CH2:10]([CH:17]([CH2:21][C:22]([NH:24][C:25]1[CH:30]=[C:29]([CH2:31][C:32]2[C:41]3[C:36](=[CH:37][CH:38]=[CH:39][CH:40]=3)[C:35](=[O:42])[NH:34][N:33]=2)[CH:28]=[CH:27][C:26]=1[F:43])=[O:23])[C:18]([OH:20])=O)[C:11]1[CH:16]=[CH:15][CH:14]=[CH:13][CH:12]=1>CN(C)C=O>[CH2:10]([CH:17]1[CH2:21][C:22](=[O:23])[N:24]([C:25]2[CH:30]=[C:29]([CH2:31][C:32]3[C:41]4[C:36](=[CH:37][CH:38]=[CH:39][CH:40]=4)[C:35](=[O:42])[NH:34][N:33]=3)[CH:28]=[CH:27][C:26]=2[F:43])[C:18]1=[O:20])[C:11]1[CH:16]=[CH:15][CH:14]=[CH:13][CH:12]=1. Reported procedure: O-Benzotriazol-1-yl-N,N,N′N′-tetramethyluronium tetrafluoroborate (0.14 g, 0.44 mmol) and diisopropylethylamine (0.097 g, 0.44 mmol) were added sequentially at ambient temperature to a stirred solution of 2-benzyl-N-[2-fluoro-5-(4-oxo-3,4-dihydrophthalazin-1-ylmethyl)phenyl]succinamic acid (0.156 g, 0.34 mmol) in dimethylformamide (2 ml), the mixture was stirred at ambient temperature for 3 hours, then it was added dropwise to ice-cold water (10 ml). The mixture was stirred for 30 minutes, then ... Starting materials: N1C=C(C2=CC=CC=C12)/C=C/C(=O)C1=CC(=C(C(=C1)OC)OC)OC ((E)-3-(Indol-3-yl)-1-(3,4,5-trimethoxyphenyl)-2-propen-1-one), C(CCC)Br (butyl bromide). The product is C(CCC)N1C=C(C2=CC=CC=C12)/C=C/C(=O)C1=CC(=C(C(=C1)OC)OC)OC ((E)-3-(1-Butylindol-3-yl)-1-(3,4,5-trimethoxyphenyl)-2-propen-1-one). As a reaction SMILES: [NH:1]1[C:9]2[C:4](=[CH:5][CH:6]=[CH:7][CH:8]=2)[C:3](/[CH:10]=[CH:11]/[C:12]([C:14]2[CH:19]=[C:18]([O:20][CH3:21])[C:17]([O:22][CH3:23])=[C:16]([O:24][CH3:25])[CH:15]=2)=[O:13])=[CH:2]1.[CH2:26](Br)[CH2:27][CH2:28][CH3:29]>>[CH2:26]([N:1]1[C:9]2[C:4](=[CH:5][CH:6]=[CH:7][CH:8]=2)[C:3](/[CH:10]=[CH:11]/[C:12]([C:14]2[CH:19]=[C:18]([O:20][CH3:21])[C:17]([O:22][CH3:23])=[C:16]([O:24][CH3:25])[CH:15]=2)=[O:13])=[CH:2]1)[CH2:27][CH2:28][CH3:29]. Procedure: Substantially the same procedure as in Example 3 was repeated using Compound 1 (1.69 g) obtained in Example 1 and butyl bromide (0.81 ml) to give Compound 4 (1.48 g). Starting materials: [Al+3], O=C([O-])O, CCOC(C)=O, [H-], [H-], [H-], [H-], [Li+], [Na+], C1CCOC1, O, CC1(c2cccc(NS(C)(=O)=O)c2)C2CN(C(=O)c3cc4ccccc4o3)CC21. Yields the product CC1(c2cccc(NS(C)(=O)=O)c2)C2CN(Cc3cc4ccccc4o3)CC21. As a reaction SMILES: [Al+3:31].[C:37](=[O:38])([O-:39])[OH:40].[CH3:47][CH2:48][O:49][C:50](=[O:51])[CH3:52].[H-:30].[H-:33].[H-:34].[H-:35].[Li+:32].[Na+:41].[O:42]1[CH2:43][CH2:44][CH2:45][CH2:46]1.[OH2:36].[o:1]1[c:2]([C:10](=[O:11])[N:12]2[CH2:13][CH:14]3[C:15]([CH3:18])([c:19]4[cH:20][c:21]([NH:25][S:26](=[O:27])(=[O:28])[CH3:29])[cH:22][cH:23][cH:24]4)[CH:16]3[CH2:17]2)[cH:3][c:4]2[c:5]1[cH:6][cH:7][cH:8][cH:9]2>>[o:1]1[c:2]([CH2:10][N:12]2[CH2:13][CH:14]3[C:15]([CH3:18])([c:19]4[cH:20][c:21]([NH:25][S:26](=[O:27])(=[O:28])[CH3:29])[cH:22][cH:23][cH:24]4)[CH:16]3[CH2:17]2)[cH:3][c:4]2[c:5]1[cH:6][cH:7][cH:8][cH:9]2. Starting materials: C1(=CC=CC=C1)SC(NCC(=C)Cl)=S ((2-chloro-allyl)-dithiocarbamic acid phenyl ester), BrBr (bromine). Run in BrCCl (bromochloromethane). Reaction conditions: temperature 0.5 celsius, time 20 minute. Yields the product Br.BrCC1(CN=C(S1)SC1=CC=CC=C1)Cl (5-Bromomethyl-5-chloro-2-phenylsulfanyl-4,5-dihydro-thiazole hydrobromide), Br (hydrobromide). Reaction SMILES: [C:1]1([S:7][C:8](=[S:14])[NH:9][CH2:10][C:11]([Cl:13])=[CH2:12])[CH:6]=[CH:5][CH:4]=[CH:3][CH:2]=1.[Br:15]Br>BrCCl>[BrH:15].[Br:15][CH2:12][C:11]1([Cl:13])[S:14][C:8]([S:7][C:1]2[CH:2]=[CH:3][CH:4]=[CH:5][CH:6]=2)=[N:9][CH2:10]1.[BrH:15] |f:3.4|. Reported procedure: Under a slight stream of nitrogen, 18.4 g of (2-chloro-allyl)-dithiocarbamic acid phenyl ester are placed in 100 ml of bromochloromethane and cooled to 0-1° C. Before and during the addition of bromine, the apparatus is flushed thoroughly with nitrogen. 13.8 g of bromine are added in the course of 120 minutes in such a manner that the temperature can be maintained at 0-10° C. When the addition is complete, stirring is carried out for about 20 minutes. The reaction mixture is concentrated in vacu...